From a dataset of the Open Reaction Database (ORD), a public repository of structured organic reaction records. describe an organic reaction: reactants, conditions, products, and yield Starting materials: C(=O)(OC(C)(C)C)N[C@H](CC1=CC=CC=C1)C(=O)O (Boc-D-phenylalanine), N[C@@H]1C(N(C2=C(C(=N1)C1=C(C=CC=C1)F)C=CC=C2)C)=O (3(S)-(-)-amino-1,3-dihydro-1-methyl-5-(2-fluorophenyl)-2H-1,4-benzodiazepin-2-one), C1(CCCCC1)N=C=NC1CCCCC1 (dicyclohexylcarbodiimide). Product: CC(C)(C)OC(NC(C(=O)NC1C(N(C2=C(C(=N1)C1=C(C=CC=C1)F)C=CC=C2)C)=O)CC2=CC=CC=C2)=O ((2-((5-(2-Fluorophenyl)-2,3-dihydro-1-methyl-2-oxo-1H-1,4-benzodiazepin-3-yl)amino)-2-oxo-1-(phenylmethyl)ethyl)-carbamic acid 1,1-dimethylethyl ester). Reaction SMILES: [C:1]([NH:8][C@@H:9]([C:17]([OH:19])=O)[CH2:10][C:11]1[CH:16]=[CH:15][CH:14]=[CH:13][CH:12]=1)([O:3][C:4]([CH3:7])([CH3:6])[CH3:5])=[O:2].[NH2:20][C@H:21]1[N:27]=[C:26]([C:28]2[CH:33]=[CH:32][CH:31]=[CH:30][C:29]=2[F:34])[C:25]2[CH:35]=[CH:36][CH:37]=[CH:38][C:24]=2[N:23]([CH3:39])[C:22]1=[O:40].C1(N=C=NC2CCCCC2)CCCCC1>>[CH3:7][C:4]([O:3][C:1](=[O:2])[NH:8][CH:9]([CH2:10][C:11]1[CH:12]=[CH:13][CH:14]=[CH:15][CH:16]=1)[C:17]([NH:20][CH:21]1[N:27]=[C:26]([C:28]2[CH:33]=[CH:32][CH:31]=[CH:30][C:29]=2[F:34])[C:25]2[CH:35]=[CH:36][CH:37]=[CH:38][C:24]=2[N:23]([CH3:39])[C:22]1=[O:40])=[O:19])([CH3:5])[CH3:6]. Procedure details: The procedure of Example 77 was carried out in which Boc-D-phenylalanine was coupled to 3(S)-(-)-amino-1,3-dihydro-1-methyl-5-(2-fluorophenyl)-2H-1,4-benzodiazepin-2-one with dicyclohexylcarbodiimide. Following the identical work-up and purification procedure of Example 77 gave the analytical product. Reaction SMILES: [NH2:1][C:2]1[N:7]=[C:6]2[C:8]([CH:11]3[CH2:16][CH2:15][N:14](C(OC(C)(C)C)=O)[CH2:13][CH2:12]3)=[CH:9][NH:10][C:5]2=[CH:4][CH:3]=1.[S:24]1[CH:28]=[CH:27][C:26]([C:29](Cl)=[O:30])=[CH:25]1>>[S:24]1[CH:28]=[CH:27][C:26]([C:29]([NH:1][C:2]2[N:7]=[C:6]3[C:8]([CH:11]4[CH2:12][CH2:13][NH:14][CH2:15][CH2:16]4)=[CH:9][NH:10][C:5]3=[CH:4][CH:3]=2)=[O:30])=[CH:25]1. The reactants are NC1=CC=C2C(=N1)C(=CN2)C2CCN(CC2)C(=O)OC(C)(C)C (5-amino-3-(1-tert-butoxycarbonylpiperidin-4-yl)pyrrolo[3,2-b]pyridine), S1C=C(C=C1)C(=O)Cl (3-thiophenecarbonyl chloride). Reported procedure: Beginning with 0.015 gm (0.047 mMol) 5-amino-3-(1-tert-butoxycarbonylpiperidin-4-yl)pyrrolo[3,2-b]pyridine and 0.009 mL (0.062 mMol) 3-thiophenecarbonyl chloride, the title compound was prepared. Product: S1C=C(C=C1)C(=O)NC1=CC=C2C(=N1)C(=CN2)C2CCNCC2 (5-(N-[3-thiophenecarbonyl]amino)-3-(piperidin-4-yl)pyrrolo[3,2-b]pyridine).